From a dataset of the Open Reaction Database (ORD), a public repository of structured organic reaction records. describe an organic reaction: reactants, conditions, products, and yield Starting materials: O.[OH-].[Li+] (lithium hydroxide monohydrate), COC([C@H](CC(C)C)N1C(C=C(C1)OC1=CC=C(C=C1)OC)=O)=O ((S)-2-[4-(4-methoxy-phenoxy)-2-oxo-2,5-dihydro-pyrrol-1-yl]-4-methyl-pentanoic acid methyl ester), Cl (hydrochloric acid). Run in O1CCCC1 (tetrahydrofuran), O (water), O (water). Reaction conditions: temperature 25 celsius, time 2.5 hour. Yields the product COC1=CC=C(OC2=CC(N(C2)[C@H](C(=O)O)CC(C)C)=O)C=C1 ((S)-2-[4-(4-methoxy-phenoxy)-2-oxo-2,5-dihydro-pyrrol-1-yl]-4-methyl-pentanoic acid). Yield: 97.2%. As a reaction SMILES: C[O:2][C:3](=[O:24])[C@@H:4]([N:9]1[CH2:13][C:12]([O:14][C:15]2[CH:20]=[CH:19][C:18]([O:21][CH3:22])=[CH:17][CH:16]=2)=[CH:11][C:10]1=[O:23])[CH2:5][CH:6]([CH3:8])[CH3:7].O.[OH-].[Li+].Cl>O1CCCC1.O>[CH3:22][O:21][C:18]1[CH:17]=[CH:16][C:15]([O:14][C:12]2[CH2:13][N:9]([C@@H:4]([CH2:5][CH:6]([CH3:7])[CH3:8])[C:3]([OH:24])=[O:2])[C:10](=[O:23])[CH:11]=2)=[CH:20][CH:19]=1 |f:1.2.3|. Procedure: A mixture of (S)-2-[4-(4-methoxy-phenoxy)-2-oxo-2,5-dihydro-pyrrol-1-yl]-4-methyl-pentanoic acid methyl ester (0.38 g, 1.16 mmol) in tetrahydrofuran (8.75 mL) and water (2.9 mL) was treated with lithium hydroxide monohydrate (59 mg, 1.40 mmol). The reaction was stirred at 25° C. for 2.5 h. At this time, the reaction was diluted with water (50 mL), acidified with a 2N aqueous hydrochloric acid solution and then was extracted with 10% methanol/dichloromethane (3×75 mL). The combined organics were ...